Task: describe an organic reaction: reactants, conditions, products, and yield. Dataset: the Open Reaction Database (ORD), a public repository of structured organic reaction records Starting materials: C(C=C)Cl (allyl chloride), CC1=CCC(CC1)C=O (4-methyl-3-cyclohexenecarboxaldehyde), [Mg] (magnesium), O1CCCC1 (tetrahydrofuran). The solvent is C1(=CC=CC=C1)C (toluene). Conditions: temperature 71 celsius. Product: C(C=C)C(O)C1CC=C(CC1)C (alpha-allyl-4-methyl-3-cyclohexene methanol). Yield: 65.2%. As a reaction SMILES: [CH2:1](Cl)[CH:2]=[CH2:3].[CH3:5][C:6]1[CH2:11][CH2:10][CH:9]([CH:12]=[O:13])[CH2:8][CH:7]=1.[Mg].O1CCCC1>C1(C)C=CC=CC=1>[CH2:3]([CH:12]([CH:9]1[CH2:10][CH2:11][C:6]([CH3:5])=[CH:7][CH2:8]1)[OH:13])[CH:2]=[CH2:1]. Procedure: A solution of 251 grams (3.3 moles) of allyl chloride and 372 grams (3 moles) of 4-methyl-3-cyclohexenecarboxaldehyde is added dropwise to a stirred slurry of 77 grams of magnesium (3.2 moles) and 1500 ml of tetrahydrofuran at reflux under nitrogen over a three-hour period. The reaction mixture is heated at reflux (71° C.) for 30 minutes after the feed is complete, whereupon 500 ml of toluene is added. A distillation head is attached to the reaction flask and the tetrahydrofuran is distilled off... Reactants: ClC1=CC=C(C=C1)[C@@]1(N=C(N([C@]1(C)C1=CC=C(C=C1)Cl)C(=O)N1CCN(CC1)CCCS(=O)(=O)C)C=1C(=CC(=C(C1)S(=O)(=O)NC(C)(C)C)Cl)OCC)C (5-{(4S,5R)-4,5-Bis-(4-chloro-phenyl)-1-[4-(3-methanesulfonyl-propyl)-piperazine-1-carbonyl]-4,5-dimethyl-4,5-dihydro-1H-imidazol-2-yl}-N-tert-butyl-2-chloro-4-ethoxy-benzenesulfonamide), COC(=O)[C@H]1N(CCNC1)C ((S)-1-methyl-piperazine-2-carboxylic acid methyl ester). Yields the product COC(=O)[C@H]1N(CCN(C1)C(=O)N1C(=N[C@@]([C@@]1(C)C1=CC=C(C=C1)Cl)(C)C1=CC=C(C=C1)Cl)C1=C(C=C(C(=C1)S(NC(C)(C)C)(=O)=O)Cl)OCC)C ((S)-4-[(4S,5R)-2-(5-tert-Butylsulfamoyl-4-chloro-2-ethoxyphenyl)-4,5-bis-(4-chlorophenyl)-4,5-dimethyl-4,5-dihydroimidazole-1-carbonyl]-1-methylpiperazine-2-carboxylic acid methyl ester). As a reaction SMILES: [Cl:1][C:2]1[CH:7]=[CH:6][C:5]([C@@:8]2([CH3:54])[C@:12]([C:14]3[CH:19]=[CH:18][C:17]([Cl:20])=[CH:16][CH:15]=3)([CH3:13])[N:11]([C:21]([N:23]3[CH2:28][CH2:27][N:26]([CH2:29]CCS(C)(=O)=O)[CH2:25][CH2:24]3)=[O:22])[C:10]([C:36]3[C:37]([O:51][CH2:52][CH3:53])=[CH:38][C:39]([Cl:50])=[C:40]([S:42]([NH:45][C:46]([CH3:49])([CH3:48])[CH3:47])(=[O:44])=[O:43])[CH:41]=3)=[N:9]2)=[CH:4][CH:3]=1.[CH3:55][O:56][C:57]([C@@H]1CNCCN1C)=[O:58]>>[CH3:55][O:56][C:57]([C@@H:25]1[CH2:24][N:23]([C:21]([N:11]2[C@@:12]([C:14]3[CH:19]=[CH:18][C:17]([Cl:20])=[CH:16][CH:15]=3)([CH3:13])[C@@:8]([C:5]3[CH:4]=[CH:3][C:2]([Cl:1])=[CH:7][CH:6]=3)([CH3:54])[N:9]=[C:10]2[C:36]2[CH:41]=[C:40]([S:42](=[O:44])(=[O:43])[NH:45][C:46]([CH3:48])([CH3:49])[CH3:47])[C:39]([Cl:50])=[CH:38][C:37]=2[O:51][CH2:52][CH3:53])=[O:22])[CH2:28][CH2:27][N:26]1[CH3:29])=[O:58]. Procedure details: In a manner analogous to the method described in example 5, rac-(4S*,5R*)-2-(5-tert-butylsulfamoyl-4-chloro-2-ethoxy-phenyl)-4,5-bis-(4-chloro-phenyl)-4,5-dimethyl-4,5-dihydro-imidazole-1-carbonyl chloride (example 45) was reacted with (S)-1-methyl-piperazine-2-carboxylic acid methyl ester to give the title compound as a racemic mixture. The enantiomers were then separated by supercritical fluid chromatography (Berger Instrument Multi-Gram II, Daicel ChiralPak OD-H 3×25 cm, 35° C. at 100 bar, el... The reactants are C(C1=CC=CC=C1)OC(CC(C(=O)O)NC(=O)OC(C)(C)C)=O (4-(benzyloxy)-2-[(t-butoxycarbonyl)amino]-4-oxobutanoic acid), C[Si](C)(C)C=[N+]=[N-].CCCCCC (trimethylsilyldiazomethane hexane), C[Si](C)(C)C=[N+]=[N-].CCCCCC (trimethylsilyldiazomethane hexane). The solvent is CO (methanol), C1(=CC=CC=C1)C (toluene). Reaction conditions: time 3 hour. The product is C(C)(C)(C)OC(=O)NC(CC(=O)O)C(=O)OC (3-[(t-butoxycarbonyl)amino]-4-methoxy-4-oxobutanoic acid). As a reaction SMILES: C([O:8][C:9](=[O:23])[CH2:10][CH:11]([NH:15][C:16]([O:18][C:19]([CH3:22])([CH3:21])[CH3:20])=[O:17])[C:12]([OH:14])=[O:13])C1C=CC=CC=1.[CH3:24][Si](C=[N+]=[N-])(C)C.CCCCCC>CO.C1(C)C=CC=CC=1>[C:19]([O:18][C:16]([NH:15][CH:11]([C:12]([O:14][CH3:24])=[O:13])[CH2:10][C:9]([OH:8])=[O:23])=[O:17])([CH3:22])([CH3:21])[CH3:20] |f:1.2|. Reported procedure: 2.0 g (6.18 mmol) of 4-(benzyloxy)-2-[(t-butoxycarbonyl)amino]-4-oxobutanoic acid was dissolved in a solvent mixture of 6 ml of methanol and 12 ml of toluene. 3.7 ml of 2 M trimethylsilyldiazomethane/hexane solution was added to the obtained solution and they were stirred for 3 hours. Additional 0.5 ml of 2 M trimethylsilyldiazomethane/hexane solution was added to the reaction mixture and they were stirred for 1 hour. The solvent was evaporated under reduced pressure. The residue was dissolved i... Starting materials: ClC1=NC(=NC(=C1)C1=C(C=CC(=C1)Cl)C)N (4-chloro-6-(5-chloro-2-methyl-phenyl)-pyrimidin-2-yl-amine), N1N=CC2=CC=C(C=C12)N (1H-indazol-6-yl-amine). Yields the product ClC=1C=CC(=C(C1)C1=CC(=NC(=N1)N)NC1=CC=C2C=NNC2=C1)C (6-(5-Chloro-2-methyl-phenyl)-N*4*-(1H-indazol-6-yl)-pyrimidine-2,4-diamine). The yield is 73.0%. As a reaction SMILES: Cl[C:2]1[CH:7]=[C:6]([C:8]2[CH:13]=[C:12]([Cl:14])[CH:11]=[CH:10][C:9]=2[CH3:15])[N:5]=[C:4]([NH2:16])[N:3]=1.[NH:17]1[C:25]2[C:20](=[CH:21][CH:22]=[C:23]([NH2:26])[CH:24]=2)[CH:19]=[N:18]1>>[Cl:14][C:12]1[CH:11]=[CH:10][C:9]([CH3:15])=[C:8]([C:6]2[N:5]=[C:4]([NH2:16])[N:3]=[C:2]([NH:26][C:23]3[CH:24]=[C:25]4[C:20]([CH:19]=[N:18][NH:17]4)=[CH:21][CH:22]=3)[CH:7]=2)[CH:13]=1. Procedure: Following the method described in Example 26, 4-chloro-6-(5-chloro-2-methyl-phenyl)-pyrimidin-2-yl-amine and 1H-indazol-6-yl-amine provided the title compound (73% yield). 1H NMR (DMSO-d6) δ 2.37 (s, 3H, CH3), 6.17 (s, 1H, Ar), 6.35 (s, 2H, NH2), 7.30-7.33 (m, 2H, Ar), 7.37 (dd, 1H, J=8.2 Hz, J=2.3 Hz, Ar), 7.43 (d, 1H, J=2.3 Hz, Ar), 7.64 (d, 1H, J=8.6 Hz, Ar), 7.95 (s, 1H, Ar), 8.04 (s, 1H, Ar), 9.33 (s, 1H, NH), 12.80 (s, 1H, Ar). Yields the product 1-[, N1=C(C=CC2=CC=CC=C12)OCCN1CCC(CC1)NC1=NC2=C(N1)C=CC=C2 (N-[1-[2-(2-quinolinyloxy)ethyl]- 4-piperidinyl]-1H-benzimidazol-2-amine). RXN SMILES: FC1C=CC(C[N:9]2[C:13]3[CH:14]=[CH:15][CH:16]=[CH:17][C:12]=3[N:11]=[C:10]2[NH:18][CH:19]2[CH2:24][CH2:23][N:22]([CH2:25][CH2:26][OH:27])[CH2:21][CH2:20]2)=CC=1.[H-].[Na+].Cl[C:31]1[CH:40]=[CH:39][C:38]2[C:33](=[CH:34][CH:35]=[CH:36][CH:37]=2)[N:32]=1>CN(C)C=O>[N:32]1[C:33]2[C:38](=[CH:37][CH:36]=[CH:35][CH:34]=2)[CH:39]=[CH:40][C:31]=1[O:27][CH2:26][CH2:25][N:22]1[CH2:21][CH2:20][CH:19]([NH:18][C:10]2[NH:9][C:13]3[CH:14]=[CH:15][CH:16]=[CH:17][C:12]=3[N:11]=2)[CH2:24][CH2:23]1 |f:1.2|. Procedure: 5.5 Parts of 4-[1-(4-fluorophenylmethyl)-1H-benzimidazol-2-ylamino]-1-piperidineethanol and 135 parts of N,N-dimethyl-formamide were stirred at room temperature and 0.75 parts of a sodium hydride dispersion 50% were added. After stirring for one hour at room temperature, 2.5 parts of 2-chloroquinoline were added and the whole was stirred overnight at room temperature. The reaction mixture was poured onto water and the product was extracted with 4-methyl-2-pentanone. The extract was dried, filter... Solvent: CN(C=O)C (N,N-dimethyl-formamide). The reactants are FC1=CC=C(C=C1)CN1C(=NC2=C1C=CC=C2)NC2CCN(CC2)CCO (4-[1-(4-fluorophenylmethyl)-1H-benzimidazol-2-ylamino]-1-piperidineethanol), ClC1=NC2=CC=CC=C2C=C1 (2-chloroquinoline), [H-].[Na+] (sodium hydride). Isolated yield 58.0%. Reaction conditions: time 1 hour. Reactants: COC=1C=C2C(=NC=NC2=CC1OC[C@@H]1OC1)OC=1C=C2C(=CNC2=CC1)C ((2R)-6-methoxy-4-(3-methylindol-5-yloxy)-7-(oxiran-2-ylmethoxy)quinazoline), NCCCN1CCOCC1 (4-(3-aminopropyl)morpholine). The solvent is CN(C)C=O (DMF). Reaction conditions: temperature 70 celsius. The product is O[C@@H](COC1=C(C=C2C(=NC=NC2=C1)OC=1C=C2C(=CNC2=CC1)C)OC)CNCCCN1CCOCC1 ((2R)-7-(2-hydroxy-3-(3-morpholinopropylamino)propoxy)-6-methoxy-4-(3-methylindol-5-yloxy)quinazoline). Isolated yield 45.9%. RXN SMILES: [CH3:1][O:2][C:3]1[CH:4]=[C:5]2[C:10](=[CH:11][C:12]=1[O:13][CH2:14][C@H:15]1[CH2:17][O:16]1)[N:9]=[CH:8][N:7]=[C:6]2[O:18][C:19]1[CH:20]=[C:21]2[C:25](=[CH:26][CH:27]=1)[NH:24][CH:23]=[C:22]2[CH3:28].[NH2:29][CH2:30][CH2:31][CH2:32][N:33]1[CH2:38][CH2:37][O:36][CH2:35][CH2:34]1>CN(C=O)C>[OH:16][C@H:15]([CH2:17][NH:29][CH2:30][CH2:31][CH2:32][N:33]1[CH2:38][CH2:37][O:36][CH2:35][CH2:34]1)[CH2:14][O:13][C:12]1[CH:11]=[C:10]2[C:5]([C:6]([O:18][C:19]3[CH:20]=[C:21]4[C:25](=[CH:26][CH:27]=3)[NH:24][CH:23]=[C:22]4[CH3:28])=[N:7][CH:8]=[N:9]2)=[CH:4][C:3]=1[O:2][CH3:1]. Procedure details: A mixture of (2R)-6-methoxy-4-(3-methylindol-5-yloxy)-7-(oxiran-2-ylmethoxy)quinazoline (100 mg, 0.28 mmol), (prepared as described in Example 278), and 4-(3-aminopropyl)morpholine (0.12 ml, 0.84 mmol) in DMF (5 ml) was heated to 70° C. for 3 hours. The solvents were removed in vacuo and the residue taken up in dichloromethane. This was washed with water, dried (MgSO3), filtered and evaporated. The residue was purified by silica column chromatography using gradient elution (dichloromethane, 5% m... Reactants: CC1=C(N)C(=CC=C1)C (2,6-dimethylaniline), C([O-])(O)=O.[Na+] (sodium bicarbonate), BrC(C(=O)OC)C (methyl 2-bromopropionate). Yields the product COC(=O)C(C)NC1=C(C=CC=C1C)C (N-(1'-methoxycarbonylethyl)-2,6-dimethylaniline). The yield is 79.6%. As a reaction SMILES: [CH3:1][C:2]1[CH:8]=[CH:7][CH:6]=[C:5]([CH3:9])[C:3]=1[NH2:4].C(=O)(O)[O-].[Na+].Br[CH:16]([CH3:21])[C:17]([O:19][CH3:20])=[O:18]>>[CH3:20][O:19][C:17]([CH:16]([NH:4][C:3]1[C:5]([CH3:9])=[CH:6][CH:7]=[CH:8][C:2]=1[CH3:1])[CH3:21])=[O:18] |f:1.2|. Procedure details: Furthermore, the reaction of 2,6-dimethylaniline at 120°-125° C., in the presence of sodium bicarbonate as an acid-binding agent, with a three-fold molar excess of methyl 2-bromopropionate has been disclosed in U.S. Pat. No. 4,008,066. With this process, N-(1'-methoxycarbonylethyl)-2,6-dimethylaniline is obtained in a yield of 79.6% of theory. Starting materials: CCOC(=O)CCCNC(=O)Nc1nc(C)c(-c2ccc(S(C)(=O)=O)c(F)c2)s1, CCOC(=O)CCN=C=O, Cc1nc(N)sc1-c1ccc(S(C)(=O)=O)c(C(F)(F)F)c1. The product is CCOC(=O)CCNC(=O)Nc1nc(C)c(-c2ccc(S(C)(=O)=O)c(C(F)(F)F)c2)s1. RXN SMILES: [CH2:1]([O:2][C:3](=[O:4])[CH2:5][CH2:6][CH2:7][NH:8][C:9]([NH:10][c:11]1[s:12][c:13](-[c:14]2[cH:15][cH:16][c:17]([S:18]([CH3:19])(=[O:20])=[O:21])[c:22]([F:23])[cH:24]2)[c:25]([CH3:26])[n:27]1)=[O:28])[CH3:29].[CH2:51]([CH3:52])[O:53][C:54]([CH2:55][CH2:56][N:57]=[C:58]=[O:59])=[O:60].[CH3:30][S:31](=[O:32])(=[O:33])[c:34]1[c:35]([C:47]([F:48])([F:49])[F:50])[cH:36][c:37](-[c:40]2[c:41]([CH3:46])[n:42][c:43]([NH2:45])[s:44]2)[cH:38][cH:39]1>>[CH3:30][S:31](=[O:32])(=[O:33])[c:34]1[c:35]([C:47]([F:48])([F:49])[F:50])[cH:36][c:37](-[c:40]2[c:41]([CH3:46])[n:42][c:43]([NH:45][C:58]([NH:57][CH2:56][CH2:55][C:54]([O:53][CH2:51][CH3:52])=[O:60])=[O:59])[s:44]2)[cH:38][cH:39]1. Starting materials: O=C1CCC(=O)N1Br, Cc1c(Br)cccc1Br, ClC(Cl)(Cl)Cl, CC(C)(C#N)N=NC(C)(C)C#N. Yields the product BrCc1c(Br)cccc1Br. RXN SMILES: [Br:10][N:11]1[C:12](=[O:13])[CH2:14][CH2:15][C:16]1=[O:17].[Br:1][c:2]1[c:3]([CH3:9])[c:4]([Br:8])[cH:5][cH:6][cH:7]1.[C:30]([Cl:31])([Cl:32])([Cl:33])[Cl:34].[N:18]([C:19]([CH3:20])([CH3:21])[C:22]#[N:23])=[N:24][C:25]([CH3:26])([CH3:27])[C:28]#[N:29]>>[Br:1][c:2]1[c:3]([CH2:9][Br:10])[c:4]([Br:8])[cH:5][cH:6][cH:7]1. The reactants are P(OC(C)C)(OC(C)C)OC(C)C (triisopropyl phosphite), O1C2C=CCCC21 (3,4-epoxycyclohexene), N1=CN=C2N=CNC2=C1N (adenine), solution, C(CCC)[Li] (butyllithium). Reagents/catalysts: C(C)(=O)[O-].[Pd+2].C(C)(=O)[O-] (palladium(II) acetate), [Pd] (palladium(0)). Solvent: O1CCCC1 (tetrahydrofuran), CS(=O)C (dimethylsulfoxide), O1CCCC1 (tetrahydrofuran), C(C)O (ethanol), CCCCCC (n-hexane). Run at time 15 minute. Product: OC1C=CC(CC1)N1C2=NC=NC(=C2N=C1)N (9-[(1RS,4SR)-4-hydroxycyclohex-2-en-1-yl]adenine). Isolated yield 26.9%. Reaction SMILES: P(OC(C)C)(OC(C)C)OC(C)C.C([Li])CCC.[N:19]1[C:27]([NH2:28])=[C:26]2[C:22]([N:23]=[CH:24][NH:25]2)=[N:21][CH:20]=1.[O:29]1[CH:35]2[CH:30]1[CH:31]=[CH:32][CH2:33][CH2:34]2>[Pd].CCCCCC.O1CCCC1.C([O-])(=O)C.[Pd+2].C([O-])(=O)C.C(O)C.CS(C)=O>[OH:29][CH:30]1[CH2:35][CH2:34][CH:33]([N:23]2[CH:24]=[N:25][C:26]3[C:22]2=[N:21][CH:20]=[N:19][C:27]=3[NH2:28])[CH:32]=[CH:31]1 |f:7.8.9|. Procedure: The palladium(0) catalyst is prepared by bringing together 179.6 mg of palladium(II) acetate, 2 ml of triisopropyl phosphite and 1.06 ml of a 1.4 molar solution of butyllithium in n-hexane in 60 ml of dry tetrahydrofuran at 0° C. under argon. 60 ml of dry dimethylsulfoxide and 17.32 g (0.128 mol) of adenine are then added. After stirring for 15 minutes, 12.3 g (0.128 mol) of 3,4-epoxycyclohexene, dissolved in 40 ml of dry tetrahydrofuran, are added dropwise (3 hours). The suspension is stirred a...